Dataset: the Open Reaction Database (ORD), a public repository of structured organic reaction records. Task: describe an organic reaction: reactants, conditions, products, and yield Starting materials: Cc1c2ccc(-c3cc(C4CCCNC4)n4ncnc(N)c34)cc2nn1Cc1ccccc1, CN(C)CC(=O)O, CCN(C(C)C)C(C)C, CN(C)C=O, On1nnc2ccccc21. The product is Cc1c2ccc(-c3cc(C4CCCN(C(=O)CN(C)C)C4)n4ncnc(N)c34)cc2nn1Cc1ccccc1. RXN SMILES: [CH2:1]([c:2]1[cH:3][cH:4][cH:5][cH:6][cH:7]1)[n:8]1[n:9][c:10]2[cH:11][c:12](-[c:18]3[cH:19][c:20]([CH:28]4[CH2:29][NH:30][CH2:31][CH2:32][CH2:33]4)[n:21]4[n:22][cH:23][n:24][c:25]([NH2:27])[c:26]34)[cH:13][cH:14][c:15]2[c:16]1[CH3:17].[CH3:34][N:35]([CH3:36])[CH2:37][C:38]([OH:39])=[O:40].[CH:51]([N:52]([CH2:53][CH3:54])[CH:55]([CH3:56])[CH3:57])([CH3:58])[CH3:59].[O:60]=[CH:61][N:62]([CH3:63])[CH3:64].[OH:41][n:42]1[c:43]2[c:44]([cH:45][cH:46][cH:47][cH:48]2)[n:49][n:50]1>>[CH2:1]([c:2]1[cH:3][cH:4][cH:5][cH:6][cH:7]1)[n:8]1[n:9][c:10]2[cH:11][c:12](-[c:18]3[cH:19][c:20]([CH:28]4[CH2:29][N:30]([C:38]([CH2:37][N:35]([CH3:34])[CH3:36])=[O:39])[CH2:31][CH2:32][CH2:33]4)[n:21]4[n:22][cH:23][n:24][c:25]([NH2:27])[c:26]34)[cH:13][cH:14][c:15]2[c:16]1[CH3:17].